This data is from the Open Reaction Database (ORD), a public repository of structured organic reaction records. The task is: describe an organic reaction: reactants, conditions, products, and yield Starting materials: CO, CCOC(=O)c1sc(N2CCC(NC(=O)c3nc(Cl)c(CC)[nH]3)C2)nc1C, [Li+], [OH-], O. Product: CCc1[nH]c(C(=O)NC2CCN(c3nc(C)c(C(=O)O)s3)C2)nc1Cl. RXN SMILES: [CH3:31][OH:32].[Cl:1][c:2]1[n:3][c:4]([C:9](=[O:10])[NH:11][CH:12]2[CH2:13][N:14]([c:17]3[s:18][c:19]([C:23](=[O:24])[O:25][CH2:26][CH3:27])[c:20]([CH3:22])[n:21]3)[CH2:15][CH2:16]2)[nH:5][c:6]1[CH2:7][CH3:8].[Li+:28].[OH-:29].[OH2:30]>>[Cl:1][c:2]1[n:3][c:4]([C:9](=[O:10])[NH:11][CH:12]2[CH2:13][N:14]([c:17]3[s:18][c:19]([C:23](=[O:24])[OH:25])[c:20]([CH3:22])[n:21]3)[CH2:15][CH2:16]2)[nH:5][c:6]1[CH2:7][CH3:8]. The reactants are CNC, O=C(Cl)c1cccc([N+](=O)[O-])c1. RXN SMILES: [CH3:13][NH:14][CH3:15].[N+:1](=[O:2])([O-:3])[c:4]1[cH:5][c:6]([C:7](=[O:8])[Cl:9])[cH:10][cH:11][cH:12]1>>[N+:1](=[O:2])([O-:3])[c:4]1[cH:5][c:6]([C:7](=[O:8])[N:14]([CH3:13])[CH3:15])[cH:10][cH:11][cH:12]1. Product: CN(C)C(=O)c1cccc([N+](=O)[O-])c1. Starting materials: C(N)(=N)NN=CC1=CC=CC=C1 (benzaldehyde guanylhydrazone), COC1=C(C(CBr)=O)C=CC=C1 (2-methoxyphenacyl bromide). Solvent: C(C)O (ethanol). Yields the product NC=1N(C=C(N1)C1=C(C=CC=C1)OC)N=CC1=CC=CC=C1 (2-Amino-1-benzylideneamino-4-(2-methoxyphenyl)-imidazole). As a reaction SMILES: [C:1]([NH:4][N:5]=[CH:6][C:7]1[CH:12]=[CH:11][CH:10]=[CH:9][CH:8]=1)(=[NH:3])[NH2:2].[CH3:13][O:14][C:15]1[CH:24]=[CH:23][CH:22]=[CH:21][C:16]=1[C:17](=O)[CH2:18]Br>C(O)C>[NH2:3][C:1]1[N:4]([N:5]=[CH:6][C:7]2[CH:12]=[CH:11][CH:10]=[CH:9][CH:8]=2)[CH:18]=[C:17]([C:16]2[CH:21]=[CH:22][CH:23]=[CH:24][C:15]=2[O:14][CH3:13])[N:2]=1. Procedure details: A solution of 41.7 g (0.257 mol) of benzaldehyde guanylhydrazone (see Thiele, A., Liebigs Annalen der Chemie 270, 35) and 30.12 g of 2-methoxyphenacyl bromide (Aldrich, Buchs, Switzerland; 98%, Cat. no. 10,085-4) in 130 ml of ethanol is boiled under reflux for one hour. After cooling, the product that has crystallised out is filtered off with suction and recrystallized from ethanol. In that manner there is obtained the title compound, m.p. 166°-167° C., 1H-NMR (DMSO): δ=8.61 (s, 1H); 8.0 (m, 3H)... Solvent: [OH-].[Na+] (sodium hydroxide). The yield is 75.6%. Procedure: To a solution of methyl methacrylate (3.15 g, 31.6 mmol), benzyltriethylammonium chloride (TEBA) (0.72 g, 10 mol %), in 12.6 mL of 50% sodium hydroxide solution was added bromoform (15.95 g, 63 mmol). The reaction was stirred overnight and then extracted with dichloromethane (2×25 mL). The organic extracts were washed with brine, dried (MgSO4), and then condensed in vacuo. The residue was purified by bulb to bulb distillation to give 6.5 g of the known product as an oil. 1H NMR (CDCl3) δ3.8 (s, ... Reactants: C(C(=C)C)(=O)OC (methyl methacrylate), C(Br)(Br)Br (bromoform). Run at time 8 hour. Yields the product BrC1(C(C1)(C(=O)OC)C)Br (2,2-Dibromo-1-methylcyclopropanecarboxylic Acid, Methyl Ester). The reagents and catalysts are [Cl-].C(C1=CC=CC=C1)[N+](CC)(CC)CC (benzyltriethylammonium chloride). As a reaction SMILES: [C:1]([O:6][CH3:7])(=[O:5])[C:2]([CH3:4])=[CH2:3].[CH:8]([Br:11])(Br)[Br:9]>[Cl-].C([N+](CC)(CC)CC)C1C=CC=CC=1.[OH-].[Na+]>[Br:9][C:8]1([Br:11])[CH2:3][C:2]1([CH3:4])[C:1]([O:6][CH3:7])=[O:5] |f:2.3,4.5|. The reactants are COc1cc(C(=O)N2CCC(CCN3CCC(Nc4nc5ccccc5n4CCC#N)CC3)(c3ccc(F)c(F)c3)C2)cc(OC)c1OC, CS(=O)(=O)O, CCOCC, CCOC(C)=O. Product: COc1cc(C(=O)N2CCC(CCN3CCC(Nc4nc5ccccc5n4CCC#N)CC3)(c3ccc(F)c(F)c3)C2)cc(OC)c1OC, CS(=O)(=O)O. Reaction SMILES: [CH3:1][O:2][c:3]1[cH:4][c:5]([C:6](=[O:7])[N:8]2[CH2:9][C:10]([c:13]3[cH:14][c:15]([F:20])[c:16]([F:19])[cH:17][cH:18]3)([CH2:21][CH2:22][N:23]3[CH2:24][CH2:25][CH:26]([NH:29][c:30]4[n:31][c:32]5[c:33]([n:34]4[CH2:35][CH2:36][C:37]#[N:38])[cH:39][cH:40][cH:41][cH:42]5)[CH2:27][CH2:28]3)[CH2:11][CH2:12]2)[cH:43][c:44]([O:48][CH3:49])[c:45]1[O:46][CH3:47].[CH3:50][S:51]([OH:52])(=[O:53])=[O:54].[CH3:55][CH2:56][O:57][CH2:58][CH3:59].[CH3:60][CH2:61][O:62][C:63](=[O:64])[CH3:65]>>[CH3:1][O:2][c:3]1[cH:4][c:5]([C:6](=[O:7])[N:8]2[CH2:9][C:10]([c:13]3[cH:14][c:15]([F:20])[c:16]([F:19])[cH:17][cH:18]3)([CH2:21][CH2:22][N:23]3[CH2:24][CH2:25][CH:26]([NH:29][c:30]4[n:31][c:32]5[c:33]([n:34]4[CH2:35][CH2:36][C:37]#[N:38])[cH:39][cH:40][cH:41][cH:42]5)[CH2:27][CH2:28]3)[CH2:11][CH2:12]2)[cH:43][c:44]([O:48][CH3:49])[c:45]1[O:46][CH3:47].[CH3:50][S:51](=[O:52])(=[O:53])[OH:54]. The reactants are COC(=O)Nc1cc(C(C)(C)C)cc(NC(=O)Nc2ccc(Oc3ccnc(C(=O)OC)c3)c3ccccc23)c1OC, CO, Cl, [Li+], [OH-], O. Product: COC(=O)Nc1cc(C(C)(C)C)cc(NC(=O)Nc2ccc(Oc3ccnc(C(=O)O)c3)c3ccccc23)c1OC. RXN SMILES: [CH3:1][O:2][C:3](=[O:4])[c:5]1[n:6][cH:7][cH:8][c:9]([O:11][c:12]2[cH:13][cH:14][c:15]([NH:22][C:23](=[O:24])[NH:25][c:26]3[c:27]([O:41][CH3:42])[c:28]([NH:36][C:37](=[O:38])[O:39][CH3:40])[cH:29][c:30]([C:32]([CH3:33])([CH3:34])[CH3:35])[cH:31]3)[c:16]3[cH:17][cH:18][cH:19][cH:20][c:21]23)[cH:10]1.[CH3:47][OH:48].[ClH:46].[Li+:45].[OH-:44].[OH2:43]>>[O:2]=[C:3]([OH:4])[c:5]1[n:6][cH:7][cH:8][c:9]([O:11][c:12]2[cH:13][cH:14][c:15]([NH:22][C:23](=[O:24])[NH:25][c:26]3[c:27]([O:41][CH3:42])[c:28]([NH:36][C:37](=[O:38])[O:39][CH3:40])[cH:29][c:30]([C:32]([CH3:33])([CH3:34])[CH3:35])[cH:31]3)[c:16]3[cH:17][cH:18][cH:19][cH:20][c:21]23)[cH:10]1. Starting materials: CCOC(=O)c1cccc(NC(=O)NC2CN(c3ccccc3)c3ccc(OC)cc3N(CC(=O)C(C)(C)C)C2=O)c1, CCO, [Li+], C1CCOC1, [OH-], O. Product: COc1ccc2c(c1)N(CC(=O)C(C)(C)C)C(=O)C(NC(=O)Nc1cccc(C(=O)O)c1)CN2c1ccccc1. As a reaction SMILES: [C:1]([CH3:2])([CH3:3])([CH3:4])[C:5](=[O:6])[CH2:7][N:8]1[C:9](=[O:42])[CH:10]([NH:27][C:28](=[O:29])[NH:30][c:31]2[cH:32][c:33]([C:37](=[O:38])[O:39][CH2:40][CH3:41])[cH:34][cH:35][cH:36]2)[CH2:11][N:12]([c:21]2[cH:22][cH:23][cH:24][cH:25][cH:26]2)[c:13]2[c:14]1[cH:15][c:16]([O:19][CH3:20])[cH:17][cH:18]2.[CH3:51][CH2:52][OH:53].[Li+:45].[O:46]1[CH2:47][CH2:48][CH2:49][CH2:50]1.[OH-:44].[OH2:43]>>[C:1]([CH3:2])([CH3:3])([CH3:4])[C:5](=[O:6])[CH2:7][N:8]1[C:9](=[O:42])[CH:10]([NH:27][C:28](=[O:29])[NH:30][c:31]2[cH:32][c:33]([C:37](=[O:38])[OH:39])[cH:34][cH:35][cH:36]2)[CH2:11][N:12]([c:21]2[cH:22][cH:23][cH:24][cH:25][cH:26]2)[c:13]2[c:14]1[cH:15][c:16]([O:19][CH3:20])[cH:17][cH:18]2.